This data is from the Open Reaction Database (ORD), a public repository of structured organic reaction records. The task is: describe an organic reaction: reactants, conditions, products, and yield Reported procedure: To an aqueous solution of dipotassium nitrodithioacetate (300 g 15% by weight) was added pinacolylamine (32 g) over 1 hour. After heating to 60° C. and maintaining this temperature for 4 hours, the reaction mixture was cooled to ambient temperatures and stirred overnight. Benzyltrimethylammonium chloride (3 g ), was then charged, followed by dimethyl sulphate (66 g) over one hour. After stirring overnight, the reaction mixture was extracted three times with 50ml aliquots of dichloromethane. Afte... As a reaction SMILES: [N+:1]([CH2:4][C:5]([S-:7])=S)([O-:3])=[O:2].[K+].[K+].[N+]([CH2:13]C([S-])=S)([O-])=O.[CH:17]([NH2:23])([C:19]([CH3:22])([CH3:21])[CH3:20])[CH3:18].S(OC)(OC)(=O)=O>[Cl-].C([N+](C)(C)C)C1C=CC=CC=1>[CH3:18][CH:17]([NH:23][C:5]([S:7][CH3:13])=[CH:4][N+:1]([O-:3])=[O:2])[C:19]([CH3:22])([CH3:21])[CH3:20] |f:0.1.2.3,6.7|. Yield: 18.8%. Product: CC(C(C)(C)C)NC(=C[N+](=O)[O-])SC (N-(1-methyl-2,2-dimethylpropyl)-1-methylthio-2-nitroetheneamine). Run at temperature 60 celsius, time 8 hour. The reactants are [N+](=O)([O-])CC(=S)[S-].[K+].[K+].[N+](=O)([O-])CC(=S)[S-] (dipotassium nitrodithioacetate), C(C)(C(C)(C)C)N (pinacolylamine), S(=O)(=O)(OC)OC (dimethyl sulphate). The reagents and catalysts are [Cl-].C(C1=CC=CC=C1)[N+](C)(C)C (Benzyltrimethylammonium chloride).